describe an organic reaction: reactants, conditions, products, and yield From a dataset of the Open Reaction Database (ORD), a public repository of structured organic reaction records. Starting materials: CCO, N#Cc1cccc(Cn2ccc([N+](=O)[O-])n2)c1. The product is N#Cc1cccc(Cn2ccc(N)n2)c1. RXN SMILES: [CH3:18][CH2:19][OH:20].[N+:1]([O-:2])(=[O:3])[c:4]1[n:5][n:6]([CH2:9][c:10]2[cH:11][c:12]([C:13]#[N:14])[cH:15][cH:16][cH:17]2)[cH:7][cH:8]1>>[NH2:1][c:4]1[n:5][n:6]([CH2:9][c:10]2[cH:11][c:12]([C:13]#[N:14])[cH:15][cH:16][cH:17]2)[cH:7][cH:8]1. The reactants are ClCCl (dichloromethane), C(CC)=O (propionaldehyde), NC=1C=C(C(N(C1)C)=O)C1=C(C=C(C=C1)C)C (5-amino-3-(2,4-dimethylphenyl)-1-methylpyridin-2(1H)-one), ClCCl (dichloromethane), C(C)(=O)O[BH-](OC(C)=O)OC(C)=O.[Na+] (sodium triacetoxyborohydride). Conditions: temperature 25 celsius, time 8 hour. Yields the product CC1=C(C=CC(=C1)C)C=1C(N(C=C(C1)N(CCC)CCC)C)=O (3-(2,4-Dimethylphenyl)-5-(dipropylamino)-1-methylpyridin-2(1H)-one). Isolated yield 100.0%. RXN SMILES: [NH2:1][C:2]1[CH:3]=[C:4]([C:10]2[CH:15]=[CH:14][C:13]([CH3:16])=[CH:12][C:11]=2[CH3:17])[C:5](=[O:9])[N:6]([CH3:8])[CH:7]=1.[CH:18](=O)[CH2:19][CH3:20].C(O[BH-](O[C:32](=O)[CH3:33])OC(=O)C)(=O)C.[Na+].Cl[CH2:37]Cl>>[CH3:17][C:11]1[CH:12]=[C:13]([CH3:16])[CH:14]=[CH:15][C:10]=1[C:4]1[C:5](=[O:9])[N:6]([CH3:8])[CH:7]=[C:2]([N:1]([CH2:37][CH2:32][CH3:33])[CH2:18][CH2:19][CH3:20])[CH:3]=1 |f:2.3|. Procedure: To a solution containing 0.063 g (0.27 mmol) of 5-amino-3-(2,4-dimethylphenyl)-1-methylpyridin-2(1H)-one in 20 ml of dichloromethane was added 0.060 ml (0.83 mmol) of propionaldehyde followed by 0.20 g (0.94 mmol) of sodium triacetoxyborohydride under a nitrogen atmosphere. The reaction was allowed to stir at 25° C. overnight. The reaction was diluted with dichloromethane and washed with saturated sodium bicarbonate. The organic phase was dried over magnesium sulfate. Filtration, removal of solv... RXN SMILES: [BrH:22].[CH2:1]([CH2:2][CH2:3][CH2:4][CH2:5][CH2:6][CH2:7][CH3:8])[c:9]1[n:10][o:11][c:12](-[c:14]2[cH:15][cH:16][c:17]([CH:18]=[O:19])[cH:20][cH:21]2)[n:13]1.[c:23]1(-[c:31]2[cH:32][cH:33][cH:34][cH:35][cH:36]2)[cH:24][c:25]([CH2:29][NH2:30])[cH:26][cH:27][cH:28]1>>[CH2:1]([CH2:2][CH2:3][CH2:4][CH2:5][CH2:6][CH2:7][CH3:8])[c:9]1[n:10][o:11][c:12](-[c:14]2[cH:15][cH:16][c:17]([CH2:18][NH:30][CH2:29][c:25]3[cH:24][c:23](-[c:31]4[cH:32][cH:33][cH:34][cH:35][cH:36]4)[cH:28][cH:27][cH:26]3)[cH:20][cH:21]2)[n:13]1. Yields the product CCCCCCCCc1noc(-c2ccc(CNCc3cccc(-c4ccccc4)c3)cc2)n1. The reactants are Br, CCCCCCCCc1noc(-c2ccc(C=O)cc2)n1, NCc1cccc(-c2ccccc2)c1. Reactants: C1COC(C2=C(C=CC=C2)OCCCl)O1 (2-(2-chloroethyloxy)benzaldehyde ethyleneacetal), C1(=CC=CC=C1)N1CCNCC1 (N-phenylpiperazine), C([O-])([O-])=O.[K+].[K+] (potassium carbonate). Solvent: CN(C=O)C (dimethylformamide). Reaction conditions: time 18 hour. Product: C1(=CC=CC=C1)N1CCN(CC1)CCOC1=C(C=O)C=CC=C1 (2-[2-(4-phenylpiperazin-1-yl)ethyloxy]benzaldehyde). Yield: 42.8%. Reaction SMILES: C1[O:15][CH:4]([C:5]2[CH:10]=[CH:9][CH:8]=[CH:7][C:6]=2[O:11][CH2:12][CH2:13]Cl)OC1.[C:16]1([N:22]2[CH2:27][CH2:26][NH:25][CH2:24][CH2:23]2)[CH:21]=[CH:20][CH:19]=[CH:18][CH:17]=1.C(=O)([O-])[O-].[K+].[K+]>CN(C)C=O>[C:16]1([N:22]2[CH2:27][CH2:26][N:25]([CH2:13][CH2:12][O:11][C:6]3[CH:7]=[CH:8][CH:9]=[CH:10][C:5]=3[CH:4]=[O:15])[CH2:24][CH2:23]2)[CH:21]=[CH:20][CH:19]=[CH:18][CH:17]=1 |f:2.3.4|. Procedure details: A suspension of 2.29 g of 2-(2-chloroethyloxy)benzaldehyde ethyleneacetal, 1.73 g of N-phenylpiperazine, 1.50 g of anhyrous potassium carbonate and 15 ml of dimethylformamide is stirred at 70°-80° C. for about 18 hours under argon atmosphere. The reaction mixture is concentrated under reduced pressure to remove dimethylformamide. Water is added to the residue, and the aqueous mixture is extracted with ether. The extract is washed with water, dried and concentrated under reduced pressure to remov... Starting materials: COc1ccc(P2(=S)SP(=S)(c3ccc(OC)cc3)S2)cc1, COCCOC, CC(=O)Nc1cnc(NCCNc2ccc([N+](=O)[O-])c(N)n2)nc1-c1ccc(Cl)cc1Cl. The product is CC(=S)Nc1cnc(NCCNc2ccc([N+](=O)[O-])c(N)n2)nc1-c1ccc(Cl)cc1Cl. Reaction SMILES: [CH3:33][O:34][c:35]1[cH:36][cH:37][c:38]([P:39]2(=[S:42])[S:40][P:41]([c:43]3[cH:44][cH:45][c:46]([O:47][CH3:48])[cH:49][cH:50]3)(=[S:51])[S:52]2)[cH:53][cH:54]1.[CH3:55][O:56][CH2:57][CH2:58][O:59][CH3:60].[NH2:1][c:2]1[c:3]([N+:30](=[O:31])[O-:32])[cH:4][cH:5][c:6]([NH:8][CH2:9][CH2:10][NH:11][c:12]2[n:13][cH:14][c:15]([NH:26][C:27]([CH3:28])=[O:29])[c:16](-[c:18]3[c:19]([Cl:25])[cH:20][c:21]([Cl:24])[cH:22][cH:23]3)[n:17]2)[n:7]1>>[NH2:1][c:2]1[c:3]([N+:30](=[O:31])[O-:32])[cH:4][cH:5][c:6]([NH:8][CH2:9][CH2:10][NH:11][c:12]2[n:13][cH:14][c:15]([NH:26][C:27]([CH3:28])=[S:42])[c:16](-[c:18]3[c:19]([Cl:25])[cH:20][c:21]([Cl:24])[cH:22][cH:23]3)[n:17]2)[n:7]1.